From a dataset of the Open Reaction Database (ORD), a public repository of structured organic reaction records. describe an organic reaction: reactants, conditions, products, and yield The reactants are C(C)N=C=O (ethyl isocyanate), Cl.S1C2=C(C=C1)C(CCC2)N (4,5,6,7-tetrahydrobenzo[b]thiophen-4-amine hydrochloride). Product: C(C)NC(=O)NC1CCCC=2SC=CC21 (1-ethyl-3-(4,5,6,7-tetrahydrobenzo[b]thien-4-yl)urea). RXN SMILES: [CH2:1]([N:3]=[C:4]=[O:5])[CH3:2].Cl.[S:7]1[CH:11]=[CH:10][C:9]2[CH:12]([NH2:16])[CH2:13][CH2:14][CH2:15][C:8]1=2>>[CH2:1]([NH:3][C:4]([NH:16][CH:12]1[C:9]2[CH:10]=[CH:11][S:7][C:8]=2[CH2:15][CH2:14][CH2:13]1)=[O:5])[CH3:2] |f:1.2|. Procedure: In the manner described in Example 1, ethyl isocyanate is allowed to react with 4,5,6,7-tetrahydrobenzo[b]thiophen-4-amine hydrochloride to afford 10.1 grams of 1-ethyl-3-(4,5,6,7-tetrahydrobenzo[b]thien-4-yl)urea. Recrystallization of the crude product from 2-propanol-water (9/1) affords crystals which are dissolved in chloroform and washed successively with 1N sulfuric acid, water and saturated sodium bicarbonate solution. This gives the desired product, melting point 184° C. to 188.5° C. afte... Reactants: CC1(O[C@H](C(O1)=O)[C@H](CC(C)C)C(=O)N1[C@@H](CN(CC1)C1=NC=CC(=C1)C(F)(F)F)C)C ((5S)-2,2-dimethyl-5-[(1S)-3-methyl-1-({(2R)-2-methyl-4-[4-(trifluoro methyl)pyridin-2-yl]piperazin-1-yl}carbonyl)butyl]-1,3-dioxolan-4-one), NO (hydroxylamine). Solvent: CO.C(C)#N (MeOH ACN), CO (MeOH). Reaction conditions: time 4.5 hour. The product is ONC([C@H]([C@H](CC(C)C)C(=O)N1[C@@H](CN(CC1)C1=NC=CC(=C1)C(F)(F)F)C)O)=O ((2S,3S)-N,2-dihydroxy-5-methyl-3-({(2R)-2-methyl-4-[4-(trifluoromethyl)pyridin-2-yl]piperazin-1-yl}carbonyl)hexanamide). Yield: 29.8%. Reaction SMILES: CC1(C)[O:6][C:5](=O)[C@H:4]([C@@H:8]([C:13]([N:15]2[CH2:20][CH2:19][N:18]([C:21]3[CH:26]=[C:25]([C:27]([F:30])([F:29])[F:28])[CH:24]=[CH:23][N:22]=3)[CH2:17][C@H:16]2[CH3:31])=[O:14])[CH2:9][CH:10]([CH3:12])[CH3:11])[O:3]1.[NH2:33][OH:34]>CO.CO.C(#N)C>[OH:34][NH:33][C:5](=[O:6])[C@@H:4]([OH:3])[C@@H:8]([C:13]([N:15]1[CH2:20][CH2:19][N:18]([C:21]2[CH:26]=[C:25]([C:27]([F:28])([F:30])[F:29])[CH:24]=[CH:23][N:22]=2)[CH2:17][C@H:16]1[CH3:31])=[O:14])[CH2:9][CH:10]([CH3:11])[CH3:12] |f:3.4|. Procedure details: To a solution of (5S)-2,2-dimethyl-5-[(1S)-3-methyl-1-({(2R)-2-methyl-4-[4-(trifluoro methyl)pyridin-2-yl]piperazin-1-yl}carbonyl)butyl]-1,3-dioxolan-4-one (142 mg; 0.31 mmol; 1.0 eq.) in MeOH (5.0 mL) was added an aqueous solution of hydroxylamine (50%; 0.046 mL; 1.55 mmol; 5.0 eq.) and the resulting reaction mixture was stirred at RT for 4.5 h. Evaporation of the solvents gave an oil. This residue was taken up in MeOH/ACN (2 mL/1 mL) and purified by reverse-phase chromatography to give the tit... Isolated yield 95.3%. The solvent is C(C)O (ethanol). RXN SMILES: [CH2:1]([N:5]1[C:10]([CH3:11])=[CH:9][C:8]([CH3:13])([CH3:12])[N:7]([CH3:14])[CH2:6]1)[CH2:2][CH2:3][CH3:4]>C(O)C>[CH2:1]([N:5]1[CH:10]([CH3:11])[CH2:9][C:8]([CH3:12])([CH3:13])[N:7]([CH3:14])[CH2:6]1)[CH2:2][CH2:3][CH3:4]. Yields the product C(CCC)N1CN(C(CC1C)(C)C)C (1-butyl 3,4,4,6-tetramethyl hexahydropyrimidine). Run at time 18 hour. Procedure details: To a mixture of 40 grams of 1-butyl 3,4,4,6-tetramethyl 1,2,3,4-tetrahydropyrimidine prepared as described in example 7, and 177 grams of absolute ethanol was added over a 1/2 hour period 4.7 grams of sodium hydridoborate. The reaction mixture was stirred for 18 hours and the ethanol evaporated under diminished pressure. To the resulting product was added water and stirring was continued for 24 hours. The organic layer was separated, dissolved in ether, and the ethereal solution washed with dimi... The reactants are C(CCC)N1CN(C(C=C1C)(C)C)C (1-butyl 3,4,4,6-tetramethyl 1,2,3,4-tetrahydropyrimidine), sodium hydridoborate. Product: OCCN1CCC(CC1)NC(C1=CC=CC=C1)=O (1-(2-hydroxyethyl)-4-benzamidopiperidine). Solvent: C(C)C(=O)C (methyl etyl ketone). As a reaction SMILES: [C:1]([NH:9][CH:10]1[CH2:15][CH2:14][NH:13][CH2:12][CH2:11]1)(=[O:8])[C:2]1[CH:7]=[CH:6][CH:5]=[CH:4][CH:3]=1.Br[CH2:17][CH2:18][OH:19].C(=O)([O-])[O-].[K+].[K+]>C(C(C)=O)C>[OH:19][CH2:18][CH2:17][N:13]1[CH2:14][CH2:15][CH:10]([NH:9][C:1](=[O:8])[C:2]2[CH:3]=[CH:4][CH:5]=[CH:6][CH:7]=2)[CH2:11][CH2:12]1 |f:2.3.4|. Reported procedure: A mixture of 2.04 grams (0.01 mole) of 4-benzamidopiperidine, 1.25 grams (1 equivalent) of 2-bromoethanol and 2.76 grams (4 equivalents) of potassium carbonate were stirred at 100° C in 2 milliliters of methyl etyl ketone for 2 hours. The mixture was filtered hot and the inorganic residue was washed well with hot methyl ethyl ketone. The filtrate was evaporated to dryness and the resulting white solid recrystallised from ethyl acetate to give 1.55 grams (62%) of 1-(2-hydroxyethyl)-4-benzamidopip... Isolated yield 62.4%. Reactants: C(C1=CC=CC=C1)(=O)NC1CCNCC1 (4-benzamidopiperidine), BrCCO (2-bromoethanol), C([O-])([O-])=O.[K+].[K+] (potassium carbonate).